Task: describe an organic reaction: reactants, conditions, products, and yield. Dataset: the Open Reaction Database (ORD), a public repository of structured organic reaction records Starting materials: C(C)(C)(C)OC(=O)N1CCC(CC1)OC1=C2C(NC=NC2=CC(=C1)OC)=O (5-(1-tert-butoxycarbonylpiperidin-4-yloxy)-7-methoxy-3,4-dihydroquinazolin-4-one), C1(=CC=CC=C1)P(C1=CC=CC=C1)C1=CC=CC=C1 (triphenylphosphine), C(Cl)(Cl)(Cl)Cl (carbon tetrachloride). Procedure details: Using an analogous procedure to that described in the portion of Example 31 that is concerned with the preparation of starting materials, 5-(1-tert-butoxycarbonylpiperidin-4-yloxy)-7-methoxy-3,4-dihydroquinazolin-4-one (1 g) was reacted with triphenylphosphine and carbon tetrachloride to give 5-(1-tert-butoxycarbonylpiperidin-4-yloxy)-4-chloro-7-methoxyquinazoline (0.8 g); NMR Spectrum: (CDCl3) 1.5 (s, 9H), 1.9-2.1 (m, 4H), 3.5-3.7 (m, 4H), 3.96 (s, 3H), 4.72 (m, 2H), 6.6 (d, 1H), 6.98 (d, 1H), ... As a reaction SMILES: [C:1]([O:5][C:6]([N:8]1[CH2:13][CH2:12][CH:11]([O:14][C:15]2[CH:24]=[C:23]([O:25][CH3:26])[CH:22]=[C:21]3[C:16]=2[C:17](=O)[NH:18][CH:19]=[N:20]3)[CH2:10][CH2:9]1)=[O:7])([CH3:4])([CH3:3])[CH3:2].C1(P(C2C=CC=CC=2)C2C=CC=CC=2)C=CC=CC=1.C(Cl)(Cl)(Cl)[Cl:48]>>[C:1]([O:5][C:6]([N:8]1[CH2:13][CH2:12][CH:11]([O:14][C:15]2[CH:24]=[C:23]([O:25][CH3:26])[CH:22]=[C:21]3[C:16]=2[C:17]([Cl:48])=[N:18][CH:19]=[N:20]3)[CH2:10][CH2:9]1)=[O:7])([CH3:4])([CH3:3])[CH3:2]. The product is C(C)(C)(C)OC(=O)N1CCC(CC1)OC1=C2C(=NC=NC2=CC(=C1)OC)Cl (5-(1-tert-butoxycarbonylpiperidin-4-yloxy)-4-chloro-7-methoxyquinazoline).